This data is from the Open Reaction Database (ORD), a public repository of structured organic reaction records. The task is: describe an organic reaction: reactants, conditions, products, and yield The reactants are CS(=O)(=O)Cl, CCN(C(C)C)C(C)C, ClCCl, O=C(c1ccc(Cc2nc3ccccc3[nH]2)cc1)N1CCC(O)C1. The product is CS(=O)(=O)OC1CCN(C(=O)c2ccc(Cc3nc4ccccc4[nH]3)cc2)C1. Reaction SMILES: [CH3:34][S:35]([Cl:36])(=[O:37])=[O:38].[CH:25]([N:26]([CH:27]([CH3:28])[CH3:29])[CH2:30][CH3:31])([CH3:32])[CH3:33].[Cl:39][CH2:40][Cl:41].[nH:1]1[c:2]([CH2:10][c:11]2[cH:12][cH:13][c:14]([C:17](=[O:18])[N:19]3[CH2:20][CH:21]([OH:24])[CH2:22][CH2:23]3)[cH:15][cH:16]2)[n:3][c:4]2[c:5]1[cH:6][cH:7][cH:8][cH:9]2>>[n:1]1[c:2]([CH2:10][c:11]2[cH:12][cH:13][c:14]([C:17](=[O:18])[N:19]3[CH2:20][CH:21]([O:24][S:35]([CH3:34])(=[O:37])=[O:38])[CH2:22][CH2:23]3)[cH:15][cH:16]2)[nH:3][c:4]2[c:5]1[cH:6][cH:7][cH:8][cH:9]2. The reactants are C1(CCCCC1)N (cyclohexanamine), BrC=1C=C(C=CC1F)S(=O)(=O)N (3-bromo-4-fluorobenzenesulfonamide). The product is BrC=1C=C(C=CC1NCC1CC1)S(=O)(=O)N (3-bromo-4-(cyclopropylmethylamino)benzenesulfonamide). Reaction SMILES: [CH:1]1([NH2:7])[CH2:6][CH2:5][CH2:4]CC1.[Br:8][C:9]1[CH:10]=[C:11]([S:16]([NH2:19])(=[O:18])=[O:17])[CH:12]=[CH:13][C:14]=1F>>[Br:8][C:9]1[CH:10]=[C:11]([S:16]([NH2:19])(=[O:18])=[O:17])[CH:12]=[CH:13][C:14]=1[NH:7][CH2:1][CH:6]1[CH2:4][CH2:5]1. Procedure: Example 238a was prepared according to the procedure used for the preparation of Example 96a, substituting cyclopropylmethanamine for cyclohexanamine, and 3-bromo-4-fluorobenzenesulfonamide for Example 86a, respectively, to provide the title compound.